Dataset: the Open Reaction Database (ORD), a public repository of structured organic reaction records. Task: describe an organic reaction: reactants, conditions, products, and yield Procedure: To a stirred solution of 2,4,5-trichloropyrrolo[2,1-f][1,2,4]triazine (0.530 g, 2.38 mmol) in CH2Cl2 (20 mL) was added DIPEA (0.832 mL, 4.76 mmol) and pyridin-2-ylmethanamine (0.283 g, 2.62 mmol) and the contents were stirred for 10 min at room temperature. The reaction mixture was washed with water and the organic layer was separated, dried over anhydrous Na2SO4, filtered and concentrated under reduced pressure to give a brown solid. The residue was purified by column chromatography using Combi... Yields the product ClC1=NN2C(C(=N1)NCC1=NC=CC=C1)=C(C=C2)Cl (2,5-dichloro-N-(pyridin-2-ylmethyl)pyrrolo[2,1-f][1,2,4]triazin-4-amine). RXN SMILES: [Cl:1][C:2]1[N:7]=[C:6](Cl)[C:5]2=[C:9]([Cl:12])[CH:10]=[CH:11][N:4]2[N:3]=1.CCN(C(C)C)C(C)C.[N:22]1[CH:27]=[CH:26][CH:25]=[CH:24][C:23]=1[CH2:28][NH2:29]>C(Cl)Cl>[Cl:1][C:2]1[N:7]=[C:6]([NH:29][CH2:28][C:23]2[CH:24]=[CH:25][CH:26]=[CH:27][N:22]=2)[C:5]2=[C:9]([Cl:12])[CH:10]=[CH:11][N:4]2[N:3]=1. Run at time 10 minute. Yield: 57.1%. Reactants: ClC1=NN2C(C(=N1)Cl)=C(C=C2)Cl (2,4,5-trichloropyrrolo[2,1-f][1,2,4]triazine), CCN(C(C)C)C(C)C (DIPEA), N1=C(C=CC=C1)CN (pyridin-2-ylmethanamine). Solvent: C(Cl)Cl (CH2Cl2). Starting materials: ClC1=C(C=C(C=C1)Cl)S(=O)(=O)C=1C=C(C(=CC1C)O)O (4-(2,5-dichlorophenylsulphonyl)-5-methyl-1,2-benzenediol), C(C)OC(C(Cl)Cl)=O (dichloroacetic acid ethyl ester), C([O-])([O-])=O.[K+].[K+] (potassium carbonate). Run in COCCOC (1,2-dimethoxyethane). Conditions: time 18 hour. The product is ClC1=C(C=C(C=C1)Cl)S(=O)(=O)C1=CC2=C(OC(O2)C(=O)O)C=C1C (5-(2,5-dichlorophenylsulphonyl)-6-methyl-1,3-benzodioxole-2-carboxylic acid). Reaction SMILES: [Cl:1][C:2]1[CH:7]=[CH:6][C:5]([Cl:8])=[CH:4][C:3]=1[S:9]([C:12]1[CH:13]=[C:14]([OH:20])[C:15]([OH:19])=[CH:16][C:17]=1[CH3:18])(=[O:11])=[O:10].C([O:23][C:24](=[O:28])[CH:25](Cl)Cl)C.C(=O)([O-])[O-].[K+].[K+]>COCCOC>[Cl:1][C:2]1[CH:7]=[CH:6][C:5]([Cl:8])=[CH:4][C:3]=1[S:9]([C:12]1[C:17]([CH3:18])=[CH:16][C:15]2[O:19][CH:25]([C:24]([OH:28])=[O:23])[O:20][C:14]=2[CH:13]=1)(=[O:11])=[O:10] |f:2.3.4|. Procedure: In a manner analogous to that described in Example 4, 21.3 g (64 mmol) of 4-(2,5-dichlorophenylsulphonyl)-5-methyl-1,2-benzenediol, 10.0 g (64 mmol) of dichloroacetic acid ethyl ester and 44.2 g (320 mmol) of potassium carbonate in 160 ml of 1,2-dimethoxyethane are boiled under reflux. After 18 hours, the reaction mixture is filtered and the solid filtration residue is washed twice with 1,2-dimethoxyethane. 44 g of fresh potassium carbonate and 10 g of dichloroacetic acid ethyl ester are added t...